This data is from the Open Reaction Database (ORD), a public repository of structured organic reaction records. The task is: describe an organic reaction: reactants, conditions, products, and yield Reactants: CN1C2=NC(=NC(=C2N=C1CN1CCC(CC1)C(C)(C)O)N1CCOCC1)[Sn](CCCC)(CCCC)CCCC (2-[1-(9-methyl-6-morpholin-4-yl-2-(tributylstannanyl)-9H-purin-8-ylmethyl)piperidin-4-yl]propan-2-ol), BrC1=CC=CC=2N1C=CN2 (5-bromoimidazo[1,2-a]pyridine). Reagents/catalysts: S1C(=CC=C1)C(=O)[O-].[Cu+] (copper(I) 2-thiophene carboxylate), C=1C=CC(=CC1)[P](C=2C=CC=CC2)(C=3C=CC=CC3)[Pd]([P](C=4C=CC=CC4)(C=5C=CC=CC5)C=6C=CC=CC6)([P](C=7C=CC=CC7)(C=8C=CC=CC8)C=9C=CC=CC9)[P](C=1C=CC=CC1)(C=1C=CC=CC1)C=1C=CC=CC1 (Pd(PPh3)4). The solvent is O1CCOCC1 (dioxane). The product is N=1C=CN2C1C=CC=C2C2=NC(=C1N=C(N(C1=N2)C)CN2CCC(CC2)C(C)(C)O)N2CCOCC2 (2-(1-((2-(imidazo[1,2-a]pyridin-5-yl)-9-methyl-6-morpholino-9H-purin-8-yl)methyl)piperidin-4-yl)propan-2-ol). Isolated yield 57.8%. RXN SMILES: [CH3:1][N:2]1[C:10]([CH2:11][N:12]2[CH2:17][CH2:16][CH:15]([C:18]([OH:21])([CH3:20])[CH3:19])[CH2:14][CH2:13]2)=[N:9][C:8]2[C:3]1=[N:4][C:5]([Sn](CCCC)(CCCC)CCCC)=[N:6][C:7]=2[N:22]1[CH2:27][CH2:26][O:25][CH2:24][CH2:23]1.Br[C:42]1[N:47]2[CH:48]=[CH:49][N:50]=[C:46]2[CH:45]=[CH:44][CH:43]=1>O1CCOCC1.S1C=CC=C1C([O-])=O.[Cu+].C1C=CC([P]([Pd]([P](C2C=CC=CC=2)(C2C=CC=CC=2)C2C=CC=CC=2)([P](C2C=CC=CC=2)(C2C=CC=CC=2)C2C=CC=CC=2)[P](C2C=CC=CC=2)(C2C=CC=CC=2)C2C=CC=CC=2)(C2C=CC=CC=2)C2C=CC=CC=2)=CC=1>[N:50]1[CH:49]=[CH:48][N:47]2[C:42]([C:5]3[N:4]=[C:3]4[C:8]([N:9]=[C:10]([CH2:11][N:12]5[CH2:13][CH2:14][CH:15]([C:18]([OH:21])([CH3:19])[CH3:20])[CH2:16][CH2:17]5)[N:2]4[CH3:1])=[C:7]([N:22]4[CH2:27][CH2:26][O:25][CH2:24][CH2:23]4)[N:6]=3)=[CH:43][CH:44]=[CH:45][C:46]=12 |f:3.4,^1:69,71,90,109|. Reported procedure: A mixture of 2-[1-(9-methyl-6-morpholin-4-yl-2-(tributylstannanyl)-9H-purin-8-ylmethyl)piperidin-4-yl]propan-2-ol (0.2 g, 0.30 mmol), 5-bromoimidazo[1,2-a]pyridine (0.066 g, 0.33 mmol), copper(I) 2-thiophene carboxylate (0.018 g, 0.09 mmol) and Pd(PPh3)4 (0.052 g, 0.045 mmol) in dioxane (5 mL) was subjected to microwave irradiation at 150° C. for 60 min. The reaction mixture was loaded onto an Isolute® SCX-2 cartridge. The cartridge was washed with MeOH and the desired product was eluted using 2... Product: Cc1ccc(C(=O)NCC(N)=O)cc1-n1c(C)nc(OCc2ccc(F)cc2F)c(Cl)c1=O. Starting materials: CN1CCOCC1, Cc1ccc(C(=O)NCCO)cc1-n1c(C)nc(OCc2ccc(F)cc2F)c(Cl)c1=O. RXN SMILES: [CH3:33][N:34]1[CH2:35][CH2:36][O:37][CH2:38][CH2:39]1.[Cl:1][c:2]1[c:3]([O:23][CH2:24][c:25]2[c:26]([F:32])[cH:27][c:28]([F:31])[cH:29][cH:30]2)[n:4][c:5]([CH3:22])[n:6](-[c:9]2[cH:10][c:11]([C:12](=[O:13])[NH:14][CH2:15][CH2:16][OH:17])[cH:18][cH:19][c:20]2[CH3:21])[c:7]1=[O:8]>>[Cl:1][c:2]1[c:3]([O:23][CH2:24][c:25]2[c:26]([F:32])[cH:27][c:28]([F:31])[cH:29][cH:30]2)[n:4][c:5]([CH3:22])[n:6](-[c:9]2[cH:10][c:11]([C:12](=[O:13])[NH:14][CH2:15][C:16](=[O:17])[NH2:34])[cH:18][cH:19][c:20]2[CH3:21])[c:7]1=[O:8]. Starting materials: C(=O)(O)C1=CC(=C(C=C1OC)SCC(C(=O)O)(C)C)Cl (3-(4-carboxy-2-chloro-5-methoxyphenylthio)pivalic acid), S(O)(O)(=O)=O (sulfuric acid). Run in ClCCl (dichloromethane). Reaction conditions: time 30 minute. The product is C(=O)(O)C=1C(=C2C(C(CSC2=C(C1)Cl)(C)C)=O)OC (6-carboxy-8-chloro-5-methoxy-3,3-dimethylthiochroman-4-one). The yield is 83.7%. RXN SMILES: [C:1]([C:4]1[C:9]([O:10][CH3:11])=[CH:8][C:7]([S:12][CH2:13][C:14]([CH3:19])([CH3:18])[C:15]([OH:17])=O)=[C:6]([Cl:20])[CH:5]=1)([OH:3])=[O:2].S(=O)(=O)(O)O>ClCCl>[C:1]([C:4]1[C:9]([O:10][CH3:11])=[C:8]2[C:7](=[C:6]([Cl:20])[CH:5]=1)[S:12][CH2:13][C:14]([CH3:19])([CH3:18])[C:15]2=[O:17])([OH:3])=[O:2]. Reported procedure: 19.9 Grams (62 mmol) of 3-(4-carboxy-2-chloro-5-methoxyphenylthio)pivalic acid was dissolved in 400 ml of dichloromethane, and while the reaction temperature was maintained below 5° C. with ice bath cooling, 16.9 ml (corresponding to 81 mmol of SO3) of 20 wt % fuming sulfuric acid was gradually added. The reaction mixture was stirred at the same temperature for 30 minutes, then the ice bath was removed and stirred for 1 hour. Ice water was added to the reaction mixture to wash an organic layer, ... The reactants are C1(=CC=CC=C1)COC(NC1=CC(=CC(=C1)NC(CCCCCCCCC)=O)NC(CCCCCCCCC)=O)=O ([3,5-bis[(1-oxodecyl)amino]phenyl]carbamic acid phenylmethyl ester). The reagents and catalysts are [Pd] (palladium on carbon). Solvent: C1CCOC1 (THF). Run at time 8 hour. Yields the product NC=1C=C(C=C(C1)NC(CCCCCCCCC)=O)NC(CCCCCCCCC)=O (N,N'-(5-amino-1,3-phenylene)bisdecanamide). The yield is 91.7%. Reaction SMILES: C1(COC(=O)[NH:10][C:11]2[CH:16]=[C:15]([NH:17][C:18](=[O:28])[CH2:19][CH2:20][CH2:21][CH2:22][CH2:23][CH2:24][CH2:25][CH2:26][CH3:27])[CH:14]=[C:13]([NH:29][C:30](=[O:40])[CH2:31][CH2:32][CH2:33][CH2:34][CH2:35][CH2:36][CH2:37][CH2:38][CH3:39])[CH:12]=2)C=CC=CC=1>[Pd].C1COCC1>[NH2:10][C:11]1[CH:16]=[C:15]([NH:17][C:18](=[O:28])[CH2:19][CH2:20][CH2:21][CH2:22][CH2:23][CH2:24][CH2:25][CH2:26][CH3:27])[CH:14]=[C:13]([NH:29][C:30](=[O:40])[CH2:31][CH2:32][CH2:33][CH2:34][CH2:35][CH2:36][CH2:37][CH2:38][CH3:39])[CH:12]=1. Procedure details: A mixture of 2.77 g (4.9 mmol) of [3,5-bis[(1-oxodecyl)amino]phenyl]carbamic acid phenylmethyl ester and 0.6 g of 10% palladium on carbon in 60 ml of THF was shaken under a hydrogen atmosphere at room temperature and pressure for 8 hours. The catalyst was removed by filtration and the filtrate was concentrated at reduced pressure. The resultant solid was triturated with ether and filtered to give 1.94 g (92% yield, mp 152°-154°) of N,N'-(5-amino-1,3-phenylene)bisdecanamide.